This data is from the Open Reaction Database (ORD), a public repository of structured organic reaction records. The task is: describe an organic reaction: reactants, conditions, products, and yield The reactants are [H-].[Na+] (sodium hydride), FC=1C=C(C=CC1)[C@H]1CCC(N1C1=CC=C(C=C1)OC(F)(F)F)=O ((R)-5-(3-fluoro-phenyl)-1-(4-trifluoromethoxy-phenyl)-pyrrolidin-2-one), ClC1=CC=C(C(=O)OC)C=C1 (methyl p-chlorobenzoate), [NH4+].[Cl-] (NH4Cl), CO (methanol). Solvent: C1(=CC=CC=C1)C (toluene). Product: ClC1=CC=C(C(=O)C2C(N([C@H](C2)C2=CC(=CC=C2)F)C2=CC=C(C=C2)OC(F)(F)F)=O)C=C1 ((5R)-3-(4-Chlorobenzoyl)-5-(3-fluoro-phenyl)-1-(4-trifluoromethoxy-phenyl)-pyrrolidin-2-one). The yield is 87.5%. As a reaction SMILES: [F:1][C:2]1[CH:3]=[C:4]([C@@H:8]2[N:12]([C:13]3[CH:18]=[CH:17][C:16]([O:19][C:20]([F:23])([F:22])[F:21])=[CH:15][CH:14]=3)[C:11](=[O:24])[CH2:10][CH2:9]2)[CH:5]=[CH:6][CH:7]=1.[H-].[Na+].CO.[Cl:29][C:30]1[CH:39]=[CH:38][C:33]([C:34](OC)=[O:35])=[CH:32][CH:31]=1.[NH4+].[Cl-]>C1(C)C=CC=CC=1>[Cl:29][C:30]1[CH:39]=[CH:38][C:33]([C:34]([CH:10]2[CH2:9][C@H:8]([C:4]3[CH:5]=[CH:6][CH:7]=[C:2]([F:1])[CH:3]=3)[N:12]([C:13]3[CH:14]=[CH:15][C:16]([O:19][C:20]([F:21])([F:22])[F:23])=[CH:17][CH:18]=3)[C:11]2=[O:24])=[O:35])=[CH:32][CH:31]=1 |f:1.2,5.6|. Procedure: Add (R)-5-(3-fluoro-phenyl)-1-(4-trifluoromethoxy-phenyl)-pyrrolidin-2-one (0.89 g, 2.63 mmol) to a suspension of sodium hydride (0.61 g, 15.36 mmol) in dry toluene (40 mL) and stir at room temperature under nitrogen. Add methanol (0.29 mL, approx. 16 mmol) followed by methyl p-chlorobenzoate (1.2 g, 7.0 mmol). Heat under reflux overnight. Cool, add aqueous NH4Cl solution, extract with ethyl acetate. Collect the organic phase, dry over anhydrous magnesium sulfate, evaporate and purify on a silic... The reactants are C(C)(C)(C)OC(NC1=C(C=C(C(=C1)Cl)F)[N+](=O)[O-])=O ((5-chloro-4-fluoro-2-nitro-phenyl)-carbamic acid tert.-butyl ester), N(C)C (Me2NH). The solvent is CS(=O)C (DMSO). The product is C(C)(C)(C)OC(NC1=C(C=C(C(=C1)N(C)C)F)[N+](=O)[O-])=O ((5-Dimethylamino-4-fluoro-2-nitro-phenyl)-carbamic acid tert.-butyl ester), solid. Reaction SMILES: [C:1]([O:5][C:6](=[O:19])[NH:7][C:8]1[CH:13]=[C:12](Cl)[C:11]([F:15])=[CH:10][C:9]=1[N+:16]([O-:18])=[O:17])([CH3:4])([CH3:3])[CH3:2].[NH:20]([CH3:22])[CH3:21]>CS(C)=O>[C:1]([O:5][C:6](=[O:19])[NH:7][C:8]1[CH:13]=[C:12]([N:20]([CH3:22])[CH3:21])[C:11]([F:15])=[CH:10][C:9]=1[N+:16]([O-:18])=[O:17])([CH3:4])([CH3:3])[CH3:2]. Procedure details: The title compound was prepared from (5-chloro-4-fluoro-2-nitro-phenyl)-carbamic acid tert.-butyl ester (Example B6) (4.94 g, 17 mmol) and Me2NH (40% in H2O, 7.9M, 10.9 mL, 86 mmol) in DMSO (35 mL) at 23° C. according to the general procedure C. Obtained as a yellow solid (4.93 g).